From a dataset of the Open Reaction Database (ORD), a public repository of structured organic reaction records. describe an organic reaction: reactants, conditions, products, and yield Reactants: Cl (hydrogen chloride), NC1=C(C(=O)N)C(=CC=C1Cl)C (2-Amino-3-chloro-6-methylbenzamide). Solvent: C(C)OCC (diethyl ether), ClCCCl (1,2-dichloroethane). Yields the product NC1=C(C#N)C(=CC=C1Cl)C (2-Amino-3-chloro-6-methylbenzonitrile). RXN SMILES: Cl.[NH2:2][C:3]1[C:11]([Cl:12])=[CH:10][CH:9]=[C:8]([CH3:13])[C:4]=1[C:5]([NH2:7])=O>C(OCC)C.ClCCCl>[NH2:2][C:3]1[C:11]([Cl:12])=[CH:10][CH:9]=[C:8]([CH3:13])[C:4]=1[C:5]#[N:7]. Procedure details: With stirring, 1.18 g (0.033 mol) of hydrogen chloride, dissolved in 35 ml of diethyl ether, were added to a suspension of 5 g (0.027 mol) of the compound from Example A3 in 50 ml of 1,2-dichloroethane at 22-30° C., and the mixture was then concentrated under reduced pressure. The residue was admixed with 150 ml of phosphorus oxychloride and stirred at 120° C. for 3 h. The reaction mixture was then concentrated under reduced pressure and the residue was dissolved in methylene chloride, admixed w...